From a dataset of the Open Reaction Database (ORD), a public repository of structured organic reaction records. describe an organic reaction: reactants, conditions, products, and yield Reactants: FC(CN=C(NC=1SC=C(N1)CCCCC(=O)OC)N)(F)F (methyl 5-[2-(2-[2,2,2-trifluoroethyl]guanidino)thiazol-4-yl]valerate), CN (methylamine). Conditions: time 2 day. Product: CNC(CCCCC=1N=C(SC1)NC(=NCC(F)(F)F)N)=O (N-methyl-5-[2-(2-[2,2,2-trifluoroethyl]guanidino)thiazol-4-yl]valeramide). The yield is 85.0%. As a reaction SMILES: [F:1][C:2]([F:22])([F:21])[CH2:3][N:4]=[C:5]([NH2:20])[NH:6][C:7]1[S:8][CH:9]=[C:10]([CH2:12][CH2:13][CH2:14][CH2:15][C:16]([O:18]C)=O)[N:11]=1.[CH3:23][NH2:24]>>[CH3:23][NH:24][C:16](=[O:18])[CH2:15][CH2:14][CH2:13][CH2:12][C:10]1[N:11]=[C:7]([NH:6][C:5]([NH2:20])=[N:4][CH2:3][C:2]([F:1])([F:22])[F:21])[S:8][CH:9]=1. Reported procedure: A mixture of methyl 5-[2-(2-[2,2,2-trifluoroethyl]guanidino)thiazol-4-yl]valerate (0.4 g.) and ethanolic methylamine (33% w/v, 60 ml.) was allowed to stand at room temperature for 2 days. The mixture was then evaporated to dryness and the residue recrystallised from EtOAc/ether to give N-methyl-5-[2-(2-[2,2,2-trifluoroethyl]guanidino)thiazol-4-yl]valeramide (yield 85%), m.p. 122°-126°. Starting materials: S(O)(O)(=O)=O (sulfuric acid), [C@@H]1([C@H](CC2=CC=CC=C12)O)O (Cis-1,2-indandiol), C(C)#N (acetonitrile), O (Water). Conditions: temperature -40 celsius, time 1 hour. The product is N[C@H]1[C@H](CC2=CC=CC=C12)O (cis-1-amino-2-indanol). RXN SMILES: [C@@H:1]1(O)[C:9]2[C:4](=[CH:5][CH:6]=[CH:7][CH:8]=2)[CH2:3][C@@H:2]1[OH:10].S(=O)(=O)(O)O.O.C(#[N:20])C>>[NH2:20][C@@H:1]1[C:9]2[C:4](=[CH:5][CH:6]=[CH:7][CH:8]=2)[CH2:3][C@@H:2]1[OH:10]. Reported procedure: Cis-1,2-indandiol (1.0 g) was dissolved in acetonitrile (20 mL), cooled to -40° C., and fuming sulfuric acid (21% SO3, 0.8 mL) was added. The mixture was aged for 1 hour with gradual warming to 0° C. Water was added and the mixture heated to 80° C. for 1 hour to provide an aqueous solution of cis-1-amino-2-indanol. Reactants: O=C1N(C(C=C1)=O)CC(CC(=O)O)S(=O)(=O)O (4-(2,5-Dioxo-2,5-dihydro-1H-pyrrol-1-yl)-3-sulfobutanoic acid), C(CCl)Cl (EDC), ON1C(CCC1=O)=O (N-hydroxysuccinimide). Solvent: CC(=O)N(C)C (DMA). Yields the product O=C1N(C(C=C1)=O)CC(CC(=O)ON1C(CCC1=O)=O)S(=O)(=O)O (1-(2,5-Dioxo-2,5-dihydro-1H-pyrrol-1-yl)-4-(2,5-dioxopyrrolidin-1-yloxy)-4-oxobutane-2-sulfonic acid). Isolated yield 74.4%. As a reaction SMILES: [O:1]=[C:2]1[CH:6]=[CH:5][C:4](=[O:7])[N:3]1[CH2:8][CH:9]([S:14]([OH:17])(=[O:16])=[O:15])[CH2:10][C:11]([OH:13])=[O:12].C(Cl)CCl.O[N:23]1[C:27](=[O:28])[CH2:26][CH2:25][C:24]1=[O:29]>CC(N(C)C)=O>[O:7]=[C:4]1[CH:5]=[CH:6][C:2](=[O:1])[N:3]1[CH2:8][CH:9]([S:14]([OH:17])(=[O:15])=[O:16])[CH2:10][C:11]([O:13][N:23]1[C:27](=[O:28])[CH2:26][CH2:25][C:24]1=[O:29])=[O:12]. Procedure: 4-(2,5-Dioxo-2,5-dihydro-1H-pyrrol-1-yl)-3-sulfobutanoic acid (110 mg, 0.418 mmol), EDC (240 mg, 1.25 mmol) and N-hydroxysuccinimide (58 mg, 0.504 mmol) was stirred in 10 ml of DMA for overnight, evaporated and purified on SiO2 chromatography eluted with CH3OH/CH2Cl2/HAc (100:900:1 to 100:600:1) to afford 112 mg (75%) of the title product. 1H NMR (DMF-d7) 6.93 (s, 2H), 4.06 (dd, 1H, J=4.8, 13.1 Hz), 3.80 (dd, 1H, J=10.7, 13.9 Hz), 3.35 (dd, 1H J=3.3, 17.8 Hz), 3.25 (m, 1H), 3.10 (dd, 1H, J=2.2, ... Reactants: Cl (HCl), Cl.NC(C(=O)OC)(CC)CC (Methyl 2-amino-2-ethylbutanoate hydrochloride), FC=1C=C(C(CBr)=O)C=C(C1)F (3,5-difluorophenacyl bromide), C(=O)(O)[O-].[Na+] (NaHCO3). The solvent is CN(C)C=O (DMF). Run at temperature 45 celsius, time 1 hour. Product: FC=1C=C(C=C(C1)F)C(CNC(C(=O)OC)(CC)CC)=O (Methyl 2-{[2-(3,5-difluorophenyl)-2-oxoethyl]amino}-2-ethylbutanoate). Reaction SMILES: Cl.[NH2:2][C:3]([CH2:10][CH3:11])([CH2:8][CH3:9])[C:4]([O:6][CH3:7])=[O:5].[F:12][C:13]1[CH:14]=[C:15]([CH:20]=[C:21]([F:23])[CH:22]=1)[C:16](=[O:19])[CH2:17]Br.C([O-])(O)=O.[Na+].Cl>CN(C=O)C>[F:12][C:13]1[CH:14]=[C:15]([C:16](=[O:19])[CH2:17][NH:2][C:3]([CH2:10][CH3:11])([CH2:8][CH3:9])[C:4]([O:6][CH3:7])=[O:5])[CH:20]=[C:21]([F:23])[CH:22]=1 |f:0.1,3.4|. Reported procedure: A mixture of methyl 2-amino-2-ethylbutanoate hydrochloride from Step A (2.10 g, 11.6 mmol), 3,5-difluorophenacyl bromide (2.99 g, 12.7 mmol), and NaHCO3 (2.43 g, 28.9 mmol) in DMF (20 mL) was stirred at 45° C. for 1 h, and at ambient temperature for 2 h. 1 N aqueous HCl (50 mL) was added and the mixture was extracted with EtOAc (75 mL) and this organic extract was discarded. The aqueous layer was adjusted to pH 10 by addition of saturated aqueous Na2CO3 (150 mL) was added and the mixture was ext...